This data is from the Open Reaction Database (ORD), a public repository of structured organic reaction records. The task is: describe an organic reaction: reactants, conditions, products, and yield The reactants are CC(C)(C)[Si](C)(C)Cl, CCOC(=O)C1CCC(O)CC1, CCOCC, CN(C)C=O, c1c[nH]cn1. Yields the product CCOC(=O)C1CCC(O[Si](C)(C)C(C)(C)C)CC1. Reaction SMILES: [C:18]([CH3:19])([CH3:20])([CH3:21])[Si:22]([CH3:23])([CH3:24])[Cl:25].[CH2:1]([CH3:2])[O:3][C:4](=[O:5])[CH:6]1[CH2:7][CH2:8][CH:9]([OH:12])[CH2:10][CH2:11]1.[CH3:26][CH2:27][O:28][CH2:29][CH3:30].[CH3:31][N:32]([CH3:33])[CH:34]=[O:35].[nH:13]1[cH:14][cH:15][n:16][cH:17]1>>[CH2:1]([CH3:2])[O:3][C:4](=[O:5])[CH:6]1[CH2:7][CH2:8][CH:9]([O:12][Si:22]([C:18]([CH3:19])([CH3:20])[CH3:21])([CH3:23])[CH3:24])[CH2:10][CH2:11]1.